Dataset: the Open Reaction Database (ORD), a public repository of structured organic reaction records. Task: describe an organic reaction: reactants, conditions, products, and yield Starting materials: ClC1=CC=C(C=C1)C1=C(N=CO1)C(=O)OC (Methyl 5-(4-chlorophenyl)-1,3-oxazole-4-carboxylate), [H-].[Al+3].[Li+].[H-].[H-].[H-] (lithium aluminum hydride), O (water), [OH-].[Na+] (sodium hydroxide). The solvent is C1CCOC1 (THF), C1CCOC1 (THF). Reaction conditions: temperature 0 celsius, time 1 hour. Product: ClC1=CC=C(C=C1)C1=C(N=CO1)CO ([5-(4-Chlorophenyl)-1,3-oxazol-4-yl]methanol). Reaction SMILES: [H-].[Al+3].[Li+].[H-].[H-].[H-].[Cl:7][C:8]1[CH:13]=[CH:12][C:11]([C:14]2[O:18][CH:17]=[N:16][C:15]=2[C:19](OC)=[O:20])=[CH:10][CH:9]=1.O.[OH-].[Na+]>C1COCC1>[Cl:7][C:8]1[CH:9]=[CH:10][C:11]([C:14]2[O:18][CH:17]=[N:16][C:15]=2[CH2:19][OH:20])=[CH:12][CH:13]=1 |f:0.1.2.3.4.5,8.9|. Procedure: 166 mg (4.38 mmol) of lithium aluminum hydride are initially charged in 10 ml of dry THF and cooled to 0° C. A solution of 260 mg (1.09 mmol) of the compound from Example 37A in 10 ml of dry THF is added dropwise. After the addition has ended, the reaction solution is slowly warmed to RT and stirred at this temperature for 1 h. With stirring, the mixture is then heated at reflux for 2 h. The mixture is then cooled again to 0° C., 0.4 ml of water and 0.8 ml of 1 N aqueous sodium hydroxide solutio...